From a dataset of the Open Reaction Database (ORD), a public repository of structured organic reaction records. describe an organic reaction: reactants, conditions, products, and yield The reactants are CN1CCC2=CC(=C(C=C2[C@@H]1CC3=CC(=C(C=C3)OC)OC)OC)OC ((+)-laudanosine), FC(C(=O)O)(F)F (trifluoroacetic acid). Reagents/catalysts: [O-][V](=O)([O-])[O-].[Na+].[Na+].[Na+] (vanadyl). Product: OC1C2=CC(=C(C=3C4=CC(=C(C=C4CC(N(C1)C)C32)OC)OC)OC)OC ((+)-4-hydroxy-1,2,9,10-tetramethoxyaporphine). Reaction SMILES: [CH3:1][N:2]1[C@@H:11]([CH2:12][C:13]2[CH:18]=[CH:17][C:16]([O:19][CH3:20])=[C:15]([O:21][CH3:22])[CH:14]=2)[C:10]2[C:5](=[CH:6][C:7]([O:25][CH3:26])=[C:8]([O:23][CH3:24])[CH:9]=2)[CH2:4][CH2:3]1.FC(F)(F)C(O)=[O:30]>[O-][V]([O-])([O-])=O.[Na+].[Na+].[Na+]>[OH:30][CH:4]1[CH2:3][N:2]([CH3:1])[CH:11]2[C:10]3[C:5]1=[CH:6][C:7]([O:25][CH3:26])=[C:8]([O:23][CH3:24])[C:9]=3[C:18]1[C:13]([CH2:12]2)=[CH:14][C:15]([O:21][CH3:22])=[C:16]([O:19][CH3:20])[CH:17]=1 |f:2.3.4.5|. Procedure: 2 g. (+)-laudanosine (Eur. J. Med. Chem., 9, 237/1974) is reacted, in the manner described in Example 1, with 1.73 g. vanadyl (V) fluoride in trifluoroacetic acid. After analogous working up and crystallisation from diethyl ether, there is obtained (+)-4-hydroxy-1,2,9,10-tetramethoxyaporphine (cataline) in the form of colourless crystals; m.p. 180° - 182° C.; Reactants: CNN (Methylhydrazine), BrC=1C=CC(=C(C1)[C@@]12N=C(SC[C@@H]1C[C@@H](OC2)C(C(OC)OC)C(OC)OC)NC(C2=CC=CC=C2)=O)F (N-[(4aR,6R,8aS)-8a-(5-bromo-2-fluorophenyl)-6-(1,1,3,3-tetramethoxypropan-2-yl)-4,4a,5,6,8,8a-hexahydropyrano[3,4-d][1,3]thiazin-2-yl]benzamide), S(O)(O)(=O)=O (Sulfuric acid), O (water), product. The solvent is C(C)O (ethanol). Run at temperature 60 celsius. The product is BrC=1C=CC(=C(C1)[C@@]12N=C(SC[C@@H]1C[C@@H](OC2)C=2C=NN(C2)C)N)F ((4aR,6R,8aS)-8a-(5-bromo-2-fluorophenyl)-6-(1-methyl-1H-pyrazol-4-yl)-4,4a,5,6,8,8a-hexahydropyrano[3,4-d][1,3]thiazin-2-amine). RXN SMILES: [CH3:1][NH:2][NH2:3].O.[Br:5][C:6]1[CH:7]=[CH:8][C:9]([F:42])=[C:10]([C@:12]23[CH2:21][O:20][C@@H:19]([CH:22]([CH:28](OC)OC)[CH:23](OC)OC)[CH2:18][C@H:17]2[CH2:16][S:15][C:14]([NH:33]C(=O)C2C=CC=CC=2)=[N:13]3)[CH:11]=1.S(=O)(=O)(O)O>C(O)C>[Br:5][C:6]1[CH:7]=[CH:8][C:9]([F:42])=[C:10]([C@:12]23[CH2:21][O:20][C@@H:19]([C:22]4[CH:23]=[N:3][N:2]([CH3:1])[CH:28]=4)[CH2:18][C@H:17]2[CH2:16][S:15][C:14]([NH2:33])=[N:13]3)[CH:11]=1. Procedure details: Methylhydrazine (0.0834 mL, 1.60 mmol) followed by water (2.2 mL) was added to a solution of N-[(4aR,6R,8aS)-8a-(5-bromo-2-fluorophenyl)-6-(1,1,3,3-tetramethoxypropan-2-yl)-4,4a,5,6,8,8a-hexahydropyrano[3,4-d][1,3]thiazin-2-yl]benzamide (C44) (0.65 g, 1.06 mmol) in ethanol (5 mL). Sulfuric acid (0.110 mL, 2.07 mmol) was then added in a drop-wise manner to the reaction mixture. The resulting solution was heated to 60° C. for 16 hours. The reaction mixture was partitioned between ethyl acetate (10... The reactants are BrC1=CC=C(C(=N1)OC)N (6-bromo-2-methoxypyridin-3-amine), CN1C(=NC=C1)C (1,2-dimethyl-1H-imidazole), CC(=O)[O-].[K+] (KOAc). Reagents/catalysts: CC(=O)[O-].CC(=O)[O-].[Pd+2] (Pd(OAc)2). The solvent is CC(=O)N(C)C (DMA). Conditions: time 8 hour. Yields the product CN1C(=NC=C1C1=CC=C(C(=N1)OC)N)C (6-(1,2-Dimethyl-1H-imidazol-5-yl)-2-methoxypyridin-3-amine). Yield: 16.5%. Reaction SMILES: Br[C:2]1[N:7]=[C:6]([O:8][CH3:9])[C:5]([NH2:10])=[CH:4][CH:3]=1.[CH3:11][N:12]1[CH:16]=[CH:15][N:14]=[C:13]1[CH3:17].CC([O-])=O.[K+]>CC(N(C)C)=O.CC([O-])=O.CC([O-])=O.[Pd+2]>[CH3:11][N:12]1[C:16]([C:2]2[N:7]=[C:6]([O:8][CH3:9])[C:5]([NH2:10])=[CH:4][CH:3]=2)=[CH:15][N:14]=[C:13]1[CH3:17] |f:2.3,5.6.7|. Procedure: A suspension of 6-bromo-2-methoxypyridin-3-amine (96 mg, 0.473 mmol), 1,2-dimethyl-1H-imidazole (91 mg, 0.946 mmol), Pd(OAc)2 (4.3 mg, 0.019 mmol), KOAc (93 mg, 0.95 mmol) in DMA (3 mL) was stirred at 1500 under microwave irradiation for 8 hours. The reaction mixture was filtered, diluted with NaCl solution and extracted with EtOAc. The organic layer was purified by eluting through an SCX-2 column using 2M NH3/MeOH followed by Biotage silica gel column chromatography eluting with 0-4% MeOH/EtOAc... Starting materials: C1(=CC=CC=C1)C(=N)C1=CC=CC=C1 (1,1-diphenyl-methanimine), IC1=CC=CC=C1 (iodo-benzene). The product is C1(=CC=CC=C1)C(=NC1=CC=CC=C1)C1=CC=CC=C1 (N-(diphenylmethylene)aniline). The yield is 94.0%. As a reaction SMILES: [C:1]1([C:7]([C:9]2[CH:14]=[CH:13][CH:12]=[CH:11][CH:10]=2)=[NH:8])[CH:6]=[CH:5][CH:4]=[CH:3][CH:2]=1.I[C:16]1[CH:21]=[CH:20][CH:19]=[CH:18][CH:17]=1>>[C:9]1([C:7]([C:1]2[CH:2]=[CH:3][CH:4]=[CH:5][CH:6]=2)=[N:8][C:16]2[CH:21]=[CH:20][CH:19]=[CH:18][CH:17]=2)[CH:10]=[CH:11][CH:12]=[CH:13][CH:14]=1. Reported procedure: Following General Procedure A (90° C., 30 hours), 1,1-diphenyl-methanimine (272 mg, 1.5 mmol) is coupled with iodo-benzene (112 μL, 1.0 mmol) to give 94% N-(diphenylmethylene)aniline.